This data is from the Open Reaction Database (ORD), a public repository of structured organic reaction records. The task is: describe an organic reaction: reactants, conditions, products, and yield Starting materials: CCNc1ncc2c(n1)N1CCCC1CN(c1cccc([N+]3([O-])CCN(C(=O)OC(C)(C)C)CC3)c1)C2=O, CCO, [H][H]. Yields the product CCNc1ncc2c(n1)N1CCCC1CN(c1cccc(N3CCN(C(=O)OC(C)(C)C)CC3)c1)C2=O. RXN SMILES: [C:1]([CH3:2])([CH3:3])([CH3:4])[O:5][C:6](=[O:7])[N:8]1[CH2:9][CH2:10][N+:11]([c:14]2[cH:15][c:16]([N:20]3[C:21](=[O:37])[c:22]4[c:23]([n:30][c:31]([NH:34][CH2:35][CH3:36])[n:32][cH:33]4)[N:24]4[CH2:25][CH2:26][CH2:27][CH:28]4[CH2:29]3)[cH:17][cH:18][cH:19]2)([O-:38])[CH2:12][CH2:13]1.[CH3:41][CH2:42][OH:43].[H:39][H:40]>>[C:1]([CH3:2])([CH3:3])([CH3:4])[O:5][C:6](=[O:7])[N:8]1[CH2:9][CH2:10][N:11]([c:14]2[cH:15][c:16]([N:20]3[C:21](=[O:37])[c:22]4[c:23]([n:30][c:31]([NH:34][CH2:35][CH3:36])[n:32][cH:33]4)[N:24]4[CH2:25][CH2:26][CH2:27][CH:28]4[CH2:29]3)[cH:17][cH:18][cH:19]2)[CH2:12][CH2:13]1. The reactants are BrC(C(=O)Cl)CCCCCCCCCC (Alpha-bromolauroyl chloride), aqueous solution, OC1[C@H](N)[C@@H](O)[C@H](O[C@H]2[C@H](O)[C@@H](O)[C@@H](O)[C@H](O2)CO)[C@H](O1)CO (lactosamine), O.C([O-])([O-])=O.[Na+].[Na+] (sodium carbonate water). Solvent: C(CCC)O (n-butanol). Conditions: time 8 hour. Product: BrC(C(=O)C1(O)[C@H](N)[C@@H](O)[C@H](O[C@H]2[C@H](O)[C@@H](O)[C@@H](O)[C@H](O2)CO)[C@H](O1)CO)CCCCCCCCCC (Alpha Bromolauroyl-lactosamine). As a reaction SMILES: [Br:1][CH:2]([CH2:6][CH2:7][CH2:8][CH2:9][CH2:10][CH2:11][CH2:12][CH2:13][CH2:14][CH3:15])[C:3](Cl)=[O:4].[OH:16][CH:17]1[O:36][C@H:35]([CH2:37][OH:38])[C@@H:22]([O:23][C@@H:24]2[O:32][C@H:31]([CH2:33][OH:34])[C@H:29]([OH:30])[C@H:27]([OH:28])[C@H:25]2[OH:26])[C@H:20]([OH:21])[C@H:18]1[NH2:19].O.C(=O)([O-])[O-].[Na+].[Na+]>C(O)CCC>[Br:1][CH:2]([CH2:6][CH2:7][CH2:8][CH2:9][CH2:10][CH2:11][CH2:12][CH2:13][CH2:14][CH3:15])[C:3]([C:17]1([O:36][C@H:35]([CH2:37][OH:38])[C@@H:22]([O:23][C@@H:24]2[O:32][C@H:31]([CH2:33][OH:34])[C@H:29]([OH:30])[C@H:27]([OH:28])[C@H:25]2[OH:26])[C@H:20]([OH:21])[C@H:18]1[NH2:19])[OH:16])=[O:4] |f:2.3.4.5|. Procedure: Alpha-bromolauroyl chloride (0.50 g) was added drop-wise to a 30% aqueous solution of lactosamine (0.7 g) at zero degrees centigrade. The pH of the solution was kept above 9.0 by adding saturated sodium carbonate water solution. The reaction was stirred overnight at room temperature. It was then heated to 36° C. for an additional hour. The final product was obtained by extraction two times with n-butanol. After evaporating butanol, the remaining solid material was washed with cold ethanol. The f... The reactants are CCO, [H][H], CCC(C(=O)C(C)C(O)C(C)CCc1c([N+](=O)[O-])cc(C)c(O)c1C(=O)O)C1OC(CC)(C2CCC(O)(CC)C(C)O2)CC1C. Yields the product CCC(C(=O)C(C)C(O)C(C)CCc1c(N)cc(C)c(O)c1C(=O)O)C1OC(CC)(C2CCC(O)(CC)C(C)O2)CC1C. As a reaction SMILES: [CH3:48][CH2:49][OH:50].[H:46][H:47].[N+:1]([O-:2])(=[O:3])[c:4]1[cH:5][c:6]([CH3:45])[c:7]([OH:44])[c:8]([C:9](=[O:10])[OH:11])[c:12]1[CH2:13][CH2:14][CH:15]([CH:16]([CH:17]([C:18]([CH:19]([CH:20]1[O:21][C:22]([CH:26]2[O:27][CH:28]([CH3:35])[C:29]([OH:32])([CH2:33][CH3:34])[CH2:30][CH2:31]2)([CH2:36][CH3:37])[CH2:23][CH:24]1[CH3:25])[CH2:38][CH3:39])=[O:40])[CH3:41])[OH:42])[CH3:43]>>[NH2:1][c:4]1[cH:5][c:6]([CH3:45])[c:7]([OH:44])[c:8]([C:9](=[O:10])[OH:11])[c:12]1[CH2:13][CH2:14][CH:15]([CH:16]([CH:17]([C:18]([CH:19]([CH:20]1[O:21][C:22]([CH:26]2[O:27][CH:28]([CH3:35])[C:29]([OH:32])([CH2:33][CH3:34])[CH2:30][CH2:31]2)([CH2:36][CH3:37])[CH2:23][CH:24]1[CH3:25])[CH2:38][CH3:39])=[O:40])[CH3:41])[OH:42])[CH3:43].